The task is: describe an organic reaction: reactants, conditions, products, and yield. This data is from the Open Reaction Database (ORD), a public repository of structured organic reaction records. RXN SMILES: [Cl:50][CH2:51][Cl:52].[F:43][C:44]([F:45])([F:46])[C:47]([OH:48])=[O:49].[c:1]1(-[c:37]2[cH:38][cH:39][cH:40][cH:41][cH:42]2)[cH:2][cH:3][c:4]([CH2:7][N:8]([S:9](=[O:10])(=[O:11])[c:12]2[c:13]([OH:20])[c:14]([Cl:19])[cH:15][c:16]([Cl:18])[cH:17]2)[CH2:21][c:22]2[cH:23][c:24]([CH2:25][NH:26][C:27](=[O:28])[O:29][C:30]([CH3:31])([CH3:32])[CH3:33])[cH:34][cH:35][cH:36]2)[cH:5][cH:6]1>>[c:1]1(-[c:37]2[cH:38][cH:39][cH:40][cH:41][cH:42]2)[cH:2][cH:3][c:4]([CH2:7][N:8]([S:9](=[O:10])(=[O:11])[c:12]2[c:13]([OH:20])[c:14]([Cl:19])[cH:15][c:16]([Cl:18])[cH:17]2)[CH2:21][c:22]2[cH:23][c:24]([CH2:25][NH2:26])[cH:34][cH:35][cH:36]2)[cH:5][cH:6]1. The product is NCc1cccc(CN(Cc2ccc(-c3ccccc3)cc2)S(=O)(=O)c2cc(Cl)cc(Cl)c2O)c1. The reactants are ClCCl, O=C(O)C(F)(F)F, CC(C)(C)OC(=O)NCc1cccc(CN(Cc2ccc(-c3ccccc3)cc2)S(=O)(=O)c2cc(Cl)cc(Cl)c2O)c1. Reactants: Cc1cc(C)n2nc(S(=O)(=O)Cl)c(C#N)c2n1, CC(C)O, Nc1c(Cl)cccc1Cl, c1ccncc1. Yields the product Cc1cc(C)n2nc(S(=O)(=O)Nc3c(Cl)cccc3Cl)c(C#N)c2n1. RXN SMILES: [C:10](#[N:11])[c:12]1[c:13]([S:23](=[O:24])(=[O:25])[Cl:26])[n:14][n:15]2[c:16]1[n:17][c:18]([CH3:22])[cH:19][c:20]2[CH3:21].[CH3:33][CH:34]([OH:35])[CH3:36].[NH2:1][c:2]1[c:3]([Cl:4])[cH:5][cH:6][cH:7][c:8]1[Cl:9].[cH:27]1[cH:28][cH:29][n:30][cH:31][cH:32]1>>[NH:1]([c:2]1[c:3]([Cl:4])[cH:5][cH:6][cH:7][c:8]1[Cl:9])[S:23]([c:13]1[c:12]([C:10]#[N:11])[c:16]2[n:15]([n:14]1)[c:20]([CH3:21])[cH:19][c:18]([CH3:22])[n:17]2)(=[O:24])=[O:25]. Reactants: C1(=CC=CC2=CC=CC=C12)C(=O)C1=CC=C(C2=CC=CC=C12)O (naphthalen-1-yl-(4-hydroxy-naphthalen-1-yl)-methanone), C([O-])([O-])=O.[K+].[K+] (potassium carbonate), BrCCCCC (1-bromopentane). The solvent is CC(=O)C (acetone), CC(=O)C (acetone). Reaction conditions: time 2 minute. Product: C1(=CC=CC2=CC=CC=C12)C(=O)C1=CC=C(C2=CC=CC=C12)OCCCCC (naphthalen-1-yl-(4-pentyloxy-naphthalen-1-yl)-methanone). RXN SMILES: [C:1]1([C:11]([C:13]2[C:22]3[C:17](=[CH:18][CH:19]=[CH:20][CH:21]=3)[C:16]([OH:23])=[CH:15][CH:14]=2)=[O:12])[C:10]2[C:5](=[CH:6][CH:7]=[CH:8][CH:9]=2)[CH:4]=[CH:3][CH:2]=1.C(=O)([O-])[O-].[K+].[K+].Br[CH2:31][CH2:32][CH2:33][CH2:34][CH3:35]>CC(C)=O>[C:1]1([C:11]([C:13]2[C:22]3[C:17](=[CH:18][CH:19]=[CH:20][CH:21]=3)[C:16]([O:23][CH2:31][CH2:32][CH2:33][CH2:34][CH3:35])=[CH:15][CH:14]=2)=[O:12])[C:10]2[C:5](=[CH:6][CH:7]=[CH:8][CH:9]=2)[CH:4]=[CH:3][CH:2]=1 |f:1.2.3|. Procedure: 11.0 g of naphthalen-1-yl-(4-hydroxy-naphthalen-1-yl)-methanone and 6.1 g of potassium carbonate in 130 ml of acetone are stirred for 15 min at reflux. Then, within 2 min, a solution of 6.8 ml 1-bromopentane in 20 ml of acetone is added and the suspension is stirred for additional 22 h at reflux. Conventional workup and subsequent chromatography affords naphthalen-1-yl-(4-pentyloxy-naphthalen-1-yl)-methanone. Starting materials: CN(C)C=O, O=C(CCl)Nc1cccc(Cl)c1Cl, [Na+], [Na+], O=C([O-])[O-], O, c1ccc(N2CCNCC2)nc1. The product is O=C(CN1CCN(c2ccccn2)CC1)Nc1cccc(Cl)c1Cl. As a reaction SMILES: [CH3:33][N:34]([CH3:35])[CH:36]=[O:37].[Cl:13][c:14]1[c:15]([NH:21][C:22]([CH2:23][Cl:24])=[O:25])[cH:16][cH:17][cH:18][c:19]1[Cl:20].[Na+:26].[Na+:27].[O-:28][C:29](=[O:30])[O-:31].[OH2:32].[n:1]1[c:2]([N:7]2[CH2:8][CH2:9][NH:10][CH2:11][CH2:12]2)[cH:3][cH:4][cH:5][cH:6]1>>[n:1]1[c:2]([N:7]2[CH2:8][CH2:9][N:10]([CH2:23][C:22]([NH:21][c:15]3[c:14]([Cl:13])[c:19]([Cl:20])[cH:18][cH:17][cH:16]3)=[O:25])[CH2:11][CH2:12]2)[cH:3][cH:4][cH:5][cH:6]1. Starting materials: O (Water), FC1=C(C#N)C=CC=C1 (2-fluorobenzonitrile), C([O-])([O-])=O.[K+].[K+] (potassium carbonate), N1CCNCC1 (Piperazine). Solvent: CS(=O)C (dimethylsulfoxide). Run at time 16 hour. The product is N1(CCNCC1)C1=C(C#N)C=CC=C1 (2-(1-piperazinyl)benzonitrile). Isolated yield 87.8%. As a reaction SMILES: [NH:1]1[CH2:6][CH2:5][NH:4][CH2:3][CH2:2]1.F[C:8]1[CH:15]=[CH:14][CH:13]=[CH:12][C:9]=1[C:10]#[N:11].C(=O)([O-])[O-].[K+].[K+].O>CS(C)=O>[N:1]1([C:8]2[CH:15]=[CH:14][CH:13]=[CH:12][C:9]=2[C:10]#[N:11])[CH2:6][CH2:5][NH:4][CH2:3][CH2:2]1 |f:2.3.4|. Procedure details: Piperazine (6.0 g, 69 mmol) was dissolved in dimethylsulfoxide (50 ml), 2-fluorobenzonitrile (0.95 ml, 9 mmol) and potassium carbonate (2.2 g, 17 mmol) were added and the mixture was stirred at room temperature for 16 h. Water (100 ml) was added and the mixture was extracted with toluene (2×100 ml). The combined organic extracts were washed with 1N sodium hydroxide (3×75 ml), dried (MgSO4) and concentrated in vacuo to give 1.48 g (88%) 2-(1-piperazinyl)benzonitrile as an oil.